The task is: describe an organic reaction: reactants, conditions, products, and yield. This data is from the Open Reaction Database (ORD), a public repository of structured organic reaction records. Reactants: COC=1C=C2C(=CN(C2=CC1OC)C)C1=CC=2C(=NC=CC2CNCCC=2SC=CC2)N1S(=O)(=O)C1=CC=C(C=C1)C ([2-(5,6-dimethoxy-1-methyl-1H-indol-3-yl)-1-(toluene-4-sulfonyl)-1H-pyrrolo[2,3-b]pyrid-4-ylmethyl]thiophen-2-ylethylamine), [OH-].[K+] (potassium hydroxide). The product is COC=1C=C2C(=CN(C2=CC1OC)C)C1=CC=2C(=NC=CC2CNCCC=2SC=CC2)N1 ([2-(5,6-dimethoxy-1-methyl-1H-indol-3-yl)-1H-pyrrolo[2,3-b]pyrid-4-ylmethyl]thiophen-2-ylethylamine). Yield: 73.5%. RXN SMILES: [CH3:1][O:2][C:3]1[CH:4]=[C:5]2[C:9](=[CH:10][C:11]=1[O:12][CH3:13])[N:8]([CH3:14])[CH:7]=[C:6]2[C:15]1[N:32](S(C2C=CC(C)=CC=2)(=O)=O)[C:18]2=[N:19][CH:20]=[CH:21][C:22]([CH2:23][NH:24][CH2:25][CH2:26][C:27]3[S:28][CH:29]=[CH:30][CH:31]=3)=[C:17]2[CH:16]=1.[OH-].[K+]>>[CH3:1][O:2][C:3]1[CH:4]=[C:5]2[C:9](=[CH:10][C:11]=1[O:12][CH3:13])[N:8]([CH3:14])[CH:7]=[C:6]2[C:15]1[NH:32][C:18]2=[N:19][CH:20]=[CH:21][C:22]([CH2:23][NH:24][CH2:25][CH2:26][C:27]3[S:28][CH:29]=[CH:30][CH:31]=3)=[C:17]2[CH:16]=1 |f:1.2|. Procedure: [2-(5,6-dimethoxy-1-methyl-1H-indol-3-yl)-1H-pyrrolo[2,3-b]pyrid-4-ylmethyl]thiophen-2-ylethylamine is prepared as described in Example 179a starting with 0.15 g of [2-(5,6-dimethoxy-1-methyl-1H-indol-3-yl)-1-(toluene-4-sulfonyl)-1H-pyrrolo[2,3-b]pyrid-4-ylmethyl]thiophen-2-ylethylamine instead of the [2-(5,6-dimethoxy-1-methyl-1H-indol-3-yl)-1-(toluene-4-sulfonyl)-1H-pyrrolo[2,3-b]pyrid-4-ylmethyl] (4-trifluoromethylsulfanylbenzyl)amine used in Example 179a and 1.12 cm3 of 5N potassium hydroxid... The reactants are ClC=1C(=CC(=C(C1)C(C)=O)O)F (1-(5-chloro-4-fluoro-2-hydroxyphenyl)ethanone), BrN1C(CCC1=O)=O (N-bromosuccinimide). Run in C(C)(=O)O (acetic acid). Reaction conditions: time 18 hour. Yields the product BrC=1C(=C(C=C(C1F)Cl)C(C)=O)O (1-(3-Bromo-5-chloro-4-fluoro-2-hydroxyphenyl)ethanone). Isolated yield 93.5%. As a reaction SMILES: [Cl:1][C:2]1[C:3]([F:12])=[CH:4][C:5]([OH:11])=[C:6]([C:8](=[O:10])[CH3:9])[CH:7]=1.[Br:13]N1C(=O)CCC1=O>C(O)(=O)C>[Br:13][C:4]1[C:5]([OH:11])=[C:6]([C:8](=[O:10])[CH3:9])[CH:7]=[C:2]([Cl:1])[C:3]=1[F:12]. Reported procedure: To a stirred solution of 1-(5-chloro-4-fluoro-2-hydroxyphenyl)ethanone (8.0 g, 42 mmol) in acetic acid (80 mL) was added N-bromosuccinimide (9.0 g, 50 mmol) and the resulting mixture was stirred at room temperature for 18 hours. The reaction mixture was concentrated, neutralized with saturated sodium bicarbonate solution and extracted with EtOAc. The combined organic layers were washed with brine, dried over sodium sulfate, and then concentrated to dryness under reduced pressure. The residue was... Starting materials: Cl (hydrochloric acid), C(C)OC(C1=C(N=CC=C1)N(C)CCCN1C2=C(CCC3=C1C=CC=C3)C=CC=C2)=O (2-(N-(3-(10,11-dihydro-5H-dibenz[b,f]azepin-5-yl)-1-propyl)-N-methylamino)nicotinic acid ethyl ester), CO (methanol), [OH-].[Na+] (sodium hydroxide). The solvent is O (Water), O1CCCC1 (tetrahydrofuran). Conditions: temperature 65 celsius, time 9 hour. Product: C1=CC=CC=2N(C3=C(CCC21)C=CC=C3)CCCN(C)C3=C(C(=O)O)C=CC=N3 (2-(N-(3-(10,11-Dihydro-5H-dibenz[b,f]azepin-5-yl)-1-propyl)-N-methylamino)nicotinic Acid). Yield: 23.6%. Reaction SMILES: C([O:3][C:4](=[O:31])[C:5]1[CH:10]=[CH:9][CH:8]=[N:7][C:6]=1[N:11]([CH2:13][CH2:14][CH2:15][N:16]1[C:22]2[CH:23]=[CH:24][CH:25]=[CH:26][C:21]=2[CH2:20][CH2:19][C:18]2[CH:27]=[CH:28][CH:29]=[CH:30][C:17]1=2)[CH3:12])C.CO.[OH-].[Na+].Cl>O.O1CCCC1>[CH:27]1[C:18]2[CH2:19][CH2:20][C:21]3[CH:26]=[CH:25][CH:24]=[CH:23][C:22]=3[N:16]([CH2:15][CH2:14][CH2:13][N:11]([C:6]3[N:7]=[CH:8][CH:9]=[CH:10][C:5]=3[C:4]([OH:31])=[O:3])[CH3:12])[C:17]=2[CH:30]=[CH:29][CH:28]=1 |f:2.3|. Reported procedure: A mixture of the above crude ester (6.60 g), methanol (50 ml), tetrahydrofuran (30 ml) and 4N sodium hydroxide (10 ml) was stirred at room temperature for 24 h, at 65° C. for 9 h and then at room temperature for 48 h. Water (100 ml) and concentrated hydrochloric acid (10 ml) were added and the product was extracted with dichloromethane (3×20 ml). The combined organic extracts were washed with brine (100 ml), dried (MgSO4) and concentrated in vacuo. The residue was purified by column chromatograp... Reactants: resultant solution, CN1CCNCC1 (N-methylpiperazine), ClC1(C(=C(N2C(C(C=C(C2=C1F)CC)C(=O)OCC)=O)F)F)F (Ethyl 8-chloro-1-ethyl-6,7,8,9-tetrafluoro-4H-quinolizin-4-one-3-carboxylate). Solvent: N1=CC=CC=C1 (pyridine). Reaction conditions: temperature 85 celsius. The product is C(C)C=1C=C(C(N2C(=C(C(=C(C12)F)N1CCN(CC1)C)F)F)=O)C(=O)OCC (Ethyl 1-ethyl-8-(4-methylpiperazin-1-yl)-6,7,9-trifluoro-4H-quinolizin-4-one-3-carboxylate). Reaction SMILES: Cl[C:2]1(F)[C:11]([F:12])=[C:10]2[N:5]([C:6](=[O:20])[CH:7]([C:15]([O:17][CH2:18][CH3:19])=[O:16])[CH:8]=[C:9]2[CH2:13][CH3:14])[C:4]([F:21])=[C:3]1[F:22].[CH3:24][N:25]1[CH2:30][CH2:29][NH:28][CH2:27][CH2:26]1>N1C=CC=CC=1>[CH2:13]([C:9]1[CH:8]=[C:7]([C:15]([O:17][CH2:18][CH3:19])=[O:16])[C:6](=[O:20])[N:5]2[C:10]=1[C:11]([F:12])=[C:2]([N:28]1[CH2:29][CH2:30][N:25]([CH3:24])[CH2:26][CH2:27]1)[C:3]([F:22])=[C:4]2[F:21])[CH3:14]. Procedure details: Ethyl 8-chloro-1-ethyl-6,7,8,9-tetrafluoro-4H-quinolizin-4-one-3-carboxylate (317 mg, 1.0 mmol), from Step 4, is dissolved in 5 mL of dry pyridine under a nitrogen atmosphere. To the resultant solution is added 2 mL (2.0 mmol) of N-methylpiperazine and the stirred reaction mixture is heated at 85° C. for 2.5 hours. The reaction mixture is allowed to cool to ambient temperature and then concentrated in vacuo in order to remove all of the pyridine. The residue is dissolved in 50 mL of methylene ch... Reactants: BrC1=CC=C(C=C1)CC(=O)O (p-bromophenylacetic acid), 6-carboxylic acids, 3-(p-bromobenzylidene)phthalide-5, C1=CC2=C(C=C1C(=O)O)C(=O)OC2=O (benzene-1,2,4-tricarboxylic anhydride), C(C)(=O)[O-].[Na+] (sodium acetate), red phosphorus. Solvent: I (hydriodic acid), O (water), O (water), C(C)(=O)OC(C)=O (acetic anhydride), CN(C=O)C (dimethylformamide). The product is BrC1=CC=C(CCC2=C(C=C(C=C2)C(=O)O)C(=O)O)C=C1 (4-(p-bromophenethyl)benzene-1,3-dicarboxylic acid). Reaction SMILES: [Br:1][C:2]1[CH:7]=[CH:6][C:5]([CH2:8][C:9](O)=O)=[CH:4][CH:3]=1.[CH:12]1[C:17]([C:18]([OH:20])=[O:19])=[CH:16][C:15]2[C:21]([O:23]C(=O)[C:14]=2[CH:13]=1)=[O:22].C([O-])(=O)C.[Na+]>CN(C)C=O.O.C(OC(=O)C)(=O)C.I>[Br:1][C:2]1[CH:3]=[CH:4][C:5]([CH2:8][CH2:9][C:14]2[CH:13]=[CH:12][C:17]([C:18]([OH:20])=[O:19])=[CH:16][C:15]=2[C:21]([OH:23])=[O:22])=[CH:6][CH:7]=1 |f:2.3|. Procedure: A mixture of 103.2 g. of p-bromophenylacetic acid, 77.4 g. of benzene-1,2,4-tricarboxylic anhydride and 1.5 g. of sodium acetate was heated to 275° for 2 hours. The residue was dissolved in 1600 ml of hot dimethylformamide and the solution diluted with 400 ml of water, then cooled. The solution was then filtered to afford a mixture of 3-(p-bromobenzylidene)phthalide-5- and -6-carboxylic acids. 80 g. of this mixture was refluxed for 72 hours in 160 ml of acetic anhydride and 240 ml of 57% aqueous... The reactants are CCOC(=O)C(=NO)c1csc(NC(c2ccccc2)(c2ccccc2)c2ccccc2)n1, O=C([O-])[O-], C=CCI, CCOC(C)=O, [K+], [K+], O. The product is C=CCON=C(C(=O)OCC)c1csc(NC(c2ccccc2)(c2ccccc2)c2ccccc2)n1. RXN SMILES: [C:1]([c:2]1[cH:3][cH:4][cH:5][cH:6][cH:7]1)([c:8]1[cH:9][cH:10][cH:11][cH:12][cH:13]1)([c:14]1[cH:15][cH:16][cH:17][cH:18][cH:19]1)[NH:20][c:21]1[s:22][cH:23][c:24]([C:26]([C:27](=[O:28])[O:29][CH2:30][CH3:31])=[N:32][OH:33])[n:25]1.[C:34](=[O:35])([O-:36])[O-:37].[CH2:40]([CH:41]=[CH2:42])[I:43].[CH3:45][CH2:46][O:47][C:48](=[O:49])[CH3:50].[K+:38].[K+:39].[OH2:44]>>[C:1]([c:2]1[cH:3][cH:4][cH:5][cH:6][cH:7]1)([c:8]1[cH:9][cH:10][cH:11][cH:12][cH:13]1)([c:14]1[cH:15][cH:16][cH:17][cH:18][cH:19]1)[NH:20][c:21]1[s:22][cH:23][c:24]([C:26]([C:27](=[O:28])[O:29][CH2:30][CH3:31])=[N:32][O:33][CH2:42][CH:41]=[CH2:40])[n:25]1. Reactants: CS(C)=O, C[Si](C)(C)CCOCn1c(OCC(=O)O)nc2cc(C#Cc3ccccc3)c(Cl)cc21, O=C(O)C(F)(F)F, O. The product is O=C(O)COc1nc2cc(C#Cc3ccccc3)c(Cl)cc2[nH]1. RXN SMILES: [CH3:40][S:41]([CH3:42])=[O:43].[Cl:1][c:2]1[c:3]([C:24]#[C:25][c:26]2[cH:27][cH:28][cH:29][cH:30][cH:31]2)[cH:4][c:5]2[c:6]([n:7]([CH2:15][O:16][CH2:17][CH2:18][Si:19]([CH3:20])([CH3:21])[CH3:22])[c:8]([O:10][CH2:11][C:12](=[O:13])[OH:14])[n:9]2)[cH:23]1.[F:32][C:33]([F:34])([F:35])[C:36]([OH:37])=[O:38].[OH2:39]>>[Cl:1][c:2]1[c:3]([C:24]#[C:25][c:26]2[cH:27][cH:28][cH:29][cH:30][cH:31]2)[cH:4][c:5]2[c:6]([nH:7][c:8]([O:10][CH2:11][C:12](=[O:13])[OH:14])[n:9]2)[cH:23]1. Starting materials: CC(O)(C(=O)O)c1cc(F)cc(F)c1, CC(N)C(=O)C1(N)N=C(c2ccccc2F)c2ccccc2N(C)C1=O. The product is CC(NC(=O)C(C)(O)c1cc(F)cc(F)c1)C(=O)C1(N)N=C(c2ccccc2F)c2ccccc2N(C)C1=O. RXN SMILES: [F:1][c:2]1[cH:3][c:4]([C:9]([C:10](=[O:11])[OH:12])([CH3:13])[OH:14])[cH:5][c:6]([F:8])[cH:7]1.[NH2:15][CH:16]([CH3:17])[C:18](=[O:19])[C:20]1([NH2:40])[C:21](=[O:39])[N:22]([CH3:38])[c:23]2[c:24]([cH:34][cH:35][cH:36][cH:37]2)[C:25]([c:27]2[c:28]([F:33])[cH:29][cH:30][cH:31][cH:32]2)=[N:26]1>>[F:1][c:2]1[cH:3][c:4]([C:9]([C:10](=[O:12])[NH:15][CH:16]([CH3:17])[C:18](=[O:19])[C:20]2([NH2:40])[C:21](=[O:39])[N:22]([CH3:38])[c:23]3[c:24]([cH:34][cH:35][cH:36][cH:37]3)[C:25]([c:27]3[c:28]([F:33])[cH:29][cH:30][cH:31][cH:32]3)=[N:26]2)([CH3:13])[OH:14])[cH:5][c:6]([F:8])[cH:7]1. The reactants are Clc1ccc(-c2cc(CBr)no2)s1, O=C([O-])[O-], CCOC(=O)c1[nH]c(C)c(C=O)c1C, [Cs+], [Cs+], CN(C)C=O, O. Product: CCOC(=O)c1c(C)c(C=O)c(C)n1Cc1cc(-c2ccc(Cl)s2)on1. Reaction SMILES: [Br:21][CH2:22][c:23]1[n:24][o:25][c:26](-[c:28]2[s:29][c:30]([Cl:33])[cH:31][cH:32]2)[cH:27]1.[C:15](=[O:16])([O-:17])[O-:18].[CH2:1]([CH3:2])[O:3][C:4](=[O:5])[c:6]1[nH:7][c:8]([CH3:14])[c:9]([CH:12]=[O:13])[c:10]1[CH3:11].[Cs+:19].[Cs+:20].[O:35]=[CH:36][N:37]([CH3:38])[CH3:39].[OH2:34]>>[CH2:1]([CH3:2])[O:3][C:4](=[O:5])[c:6]1[n:7]([CH2:22][c:23]2[n:24][o:25][c:26](-[c:28]3[s:29][c:30]([Cl:33])[cH:31][cH:32]3)[cH:27]2)[c:8]([CH3:14])[c:9]([CH:12]=[O:13])[c:10]1[CH3:11].